From a dataset of the Open Reaction Database (ORD), a public repository of structured organic reaction records. describe an organic reaction: reactants, conditions, products, and yield Starting materials: Cc1ccc2[nH]ccc(=O)c2c1, [Na+], [OH-], O, O=P(Cl)(Cl)Cl. The product is Cc1ccc2nccc(Cl)c2c1. RXN SMILES: [CH3:1][c:2]1[cH:3][c:4]2[c:5](=[O:12])[cH:6][cH:7][nH:8][c:9]2[cH:10][cH:11]1.[Na+:14].[OH-:13].[OH2:20].[P:15]([Cl:16])([Cl:17])([Cl:18])=[O:19]>>[CH3:1][c:2]1[cH:3][c:4]2[c:5]([Cl:17])[cH:6][cH:7][n:8][c:9]2[cH:10][cH:11]1. The reactants are NC1=CC(=NN1C)C(C)C (5-amino-3-isopropyl-1-methyl pyrazole), P(=O)(Cl)(Cl)Cl (phosphorus oxychloride), C(C)(=O)N1C(NCC1)=O (1-Acetyl-2-imidazolidinone). Conditions: time 40 hour. Yields the product C(C)(=O)N1C(=NCC1)NC1=CC(=NN1C)C(C)C (1-Acetyl-2(3-isopropyl-1-methyl-5-pyrazolyl) amino-2-imidazoline). Reaction SMILES: [NH2:1][C:2]1[N:6]([CH3:7])[N:5]=[C:4]([CH:8]([CH3:10])[CH3:9])[CH:3]=1.P(Cl)(Cl)(Cl)=O.[C:16]([N:19]1[CH2:23][CH2:22][NH:21][C:20]1=O)(=[O:18])[CH3:17]>>[C:16]([N:19]1[CH2:23][CH2:22][N:21]=[C:20]1[NH:1][C:2]1[N:6]([CH3:7])[N:5]=[C:4]([CH:8]([CH3:10])[CH3:9])[CH:3]=1)(=[O:18])[CH3:17]. Procedure details: 5-amino-3-isopropyl-1-methyl pyrazole (described in British Pat. No. 1,057,740) (19.3 g) was dissolved in 180 ml. phosphorus oxychloride (POCl3). 1-Acetyl-2-imidazolidinone (J. Chem Soc 1964, 178) (20.1 g) was added. This reaction mixture was stirred at 55° for 40 hr. The solvents were concentrated in vacuum, ice and methylene chloride were added and the mixture neutralized with 25% sodium hydroxide in water. The methylene chloride layer was dried over MgSO4 and then concentrated and the residue... The reactants are FC=1C=C(CI)C=C(C1F)F (3,4,5-trifluorobenzyl iodide), C(C)OP(OCC)OCC (triethylphosphite). Conditions: temperature 135 celsius, time 8 hour. Product: FC=1C=C(CP(OCC)(OCC)=O)C=C(C1F)F (Diethyl 3,4,5-trifluorobenzylphosphonate). As a reaction SMILES: [F:1][C:2]1[CH:3]=[C:4]([CH:7]=[C:8]([F:11])[C:9]=1[F:10])[CH2:5]I.[CH2:12]([O:14][P:15]([O:19]CC)[O:16][CH2:17][CH3:18])[CH3:13]>>[F:1][C:2]1[CH:3]=[C:4]([CH:7]=[C:8]([F:11])[C:9]=1[F:10])[CH2:5][P:15](=[O:19])([O:16][CH2:17][CH3:18])[O:14][CH2:12][CH3:13]. Procedure: 3,4,5-trifluorobenzyl iodide (5.075 g, 22.55 mmol) was combined with triethylphosphite (11.6 mL, 67.7 mmol) and the mixture heated and stirred at 135° C. overnight. The mixture was put under hi-vacuum and heated to 70° C. for 12 hours. The final product was a clear oil (6.10 g, 96% yield). 1H NMR (400.14 MHz, CDCl3) δ 6.93 (m, 2H), 4.07 (quint, J=7.10 Hz, 4H), 3.06 (d, J=21.7 Hz, 2H), 1.28 (t, J=7.05 Hz, 6H). 13C{1H} NMR (100.62 MHz, CDCl3) δ 150.8 (dddd, J=249.7, 9.8, 3.8, 3.8 Hz, 2C), 138.74 (... The reactants are aqueous solution, [OH-].[Na+] (sodium hydroxide), C1=C(C=CC2=CC=CC=C12)OCCOC1=CC=C(CC(C(=O)OC)C(=O)OC)C=C1 (dimethyl 4-[2-(2-naphthoxy)ethoxy]benzylmalonate). Solvent: CO (methanol), O1CCCC1 (tetrahydrofuran). Run at time 2 hour. The product is COC(=O)C(C(=O)O)CC1=CC=C(C=C1)OCCOC1=CC2=CC=CC=C2C=C1 (2-(methoxycarbonyl)-3-[4-[2-(2-naphthoxy)ethoxy]phenyl]propionic acid). Yield: 82.9%. RXN SMILES: [CH:1]1[C:10]2[C:5](=[CH:6][CH:7]=[CH:8][CH:9]=2)[CH:4]=[CH:3][C:2]=1[O:11][CH2:12][CH2:13][O:14][C:15]1[CH:30]=[CH:29][C:18]([CH2:19][CH:20]([C:25]([O:27]C)=[O:26])[C:21]([O:23][CH3:24])=[O:22])=[CH:17][CH:16]=1.[OH-].[Na+]>CO.O1CCCC1>[CH3:24][O:23][C:21]([CH:20]([CH2:19][C:18]1[CH:17]=[CH:16][C:15]([O:14][CH2:13][CH2:12][O:11][C:2]2[CH:3]=[CH:4][C:5]3[C:10](=[CH:9][CH:8]=[CH:7][CH:6]=3)[CH:1]=2)=[CH:30][CH:29]=1)[C:25]([OH:27])=[O:26])=[O:22] |f:1.2|. Procedure details: To a solution of dimethyl 4-[2-(2-naphthoxy)ethoxy]benzylmalonate (0.44 g, 1.07 mmol) in a mixture of methanol (4.3 ml) and tetrahydrofuran (2.1 ml) at 0° C. is added a 2 mol/L aqueous solution of sodium hydroxide (0.59 ml, 1.18 mmol). The mixture is stirred for 2 h at room temperature, and then the solvent is removed under a vacuum. The residue was dissolved in saturated aqueous sodium bicarbonate (10 ml) and washed with ethyl acetate (10 ml). The aqueous solution is acidified to pH 2–3 with di... Reactants: CCOCC1OC(CO)C(CO)O1, C1CCOC1, CCOC(=O)N=NC(=O)OCC, COc1cc(O)c(-c2cccs2)cc1C=O, c1ccc(P(c2ccccc2)c2ccccc2)cc1. Yields the product CCOCC1OC(CO)C(COc2cc(OC)c(C=O)cc2-c2cccs2)O1. RXN SMILES: [CH2:17]([CH3:18])[O:19][CH2:20][CH:21]1[O:22][CH:23]([CH2:28][OH:29])[CH:24]([CH2:26][OH:27])[O:25]1.[CH2:61]1[O:62][CH2:63][CH2:64][CH2:65]1.[O:49]=[C:50]([O:51][CH2:52][CH3:53])[N:54]=[N:55][C:56]([O:57][CH2:58][CH3:59])=[O:60].[OH:1][c:2]1[cH:3][c:4]([O:15][CH3:16])[c:5]([CH:6]=[O:7])[cH:8][c:9]1-[c:10]1[s:11][cH:12][cH:13][cH:14]1.[c:30]1([P:31]([c:32]2[cH:33][cH:34][cH:35][cH:36][cH:37]2)[c:38]2[cH:39][cH:40][cH:41][cH:42][cH:43]2)[cH:44][cH:45][cH:46][cH:47][cH:48]1>>[O:1]([c:2]1[cH:3][c:4]([O:15][CH3:16])[c:5]([CH:6]=[O:7])[cH:8][c:9]1-[c:10]1[s:11][cH:12][cH:13][cH:14]1)[CH2:28][CH:23]1[O:22][CH:21]([CH2:20][O:19][CH2:17][CH3:18])[O:25][CH:24]1[CH2:26][OH:27]. The reactants are COC(=O)C=1SC(=CC1N(C(=O)[C@@H]1CC[C@H](CC1)C)[C@@H]1CC[C@@H](CC1)OS(=O)(=O)C)C#CC(C)(C)C (5-(3,3-dimethyl-but-1-ynyl)-3-[(cis-4-methanesulfonyloxy-cyclohexyl)-(trans-4-methyl-cyclohexanecarbonyl)-amino]-thiophene-2-carboxylic acid methyl ester), [N-]=[N+]=[N-].[Na+] (sodium azide). Run in C(C)(=O)OCC (ethyl acetate), CN(C)C=O (DMF). Conditions: temperature 50 celsius, time 48 hour. The product is COC(=O)C=1SC(=CC1N(C(=O)[C@@H]1CC[C@H](CC1)C)[C@@H]1CC[C@H](CC1)N=[N+]=[N-])C#CC(C)(C)C (3-[(trans-4-azido-cyclohexyl)-(trans-4-methyl-cyclohexanecarbonyl)-amino]-5-(3,3-dimethyl-but-1-ynyl)-thiophene-2-carboxylic acid methyl ester). As a reaction SMILES: [CH3:1][O:2][C:3]([C:5]1[S:6][C:7]([C:31]#[C:32][C:33]([CH3:36])([CH3:35])[CH3:34])=[CH:8][C:9]=1[N:10]([C@H:20]1[CH2:25][CH2:24][C@@H:23](OS(C)(=O)=O)[CH2:22][CH2:21]1)[C:11]([C@H:13]1[CH2:18][CH2:17][C@H:16]([CH3:19])[CH2:15][CH2:14]1)=[O:12])=[O:4].[N-:37]=[N+:38]=[N-:39].[Na+]>CN(C=O)C.C(OCC)(=O)C>[CH3:1][O:2][C:3]([C:5]1[S:6][C:7]([C:31]#[C:32][C:33]([CH3:36])([CH3:35])[CH3:34])=[CH:8][C:9]=1[N:10]([C@H:20]1[CH2:25][CH2:24][C@H:23]([N:37]=[N+:38]=[N-:39])[CH2:22][CH2:21]1)[C:11]([C@H:13]1[CH2:18][CH2:17][C@H:16]([CH3:19])[CH2:15][CH2:14]1)=[O:12])=[O:4] |f:1.2|. Procedure: To a solution of 5-(3,3-dimethyl-but-1-ynyl)-3-[(cis-4-methanesulfonyloxy-cyclohexyl)-(trans-4-methyl-cyclohexanecarbonyl)-amino]-thiophene-2-carboxylic acid methyl ester (1.16 g, 2.00 mmol) in 10 ml of DMF is added sodium azide (0.65 g, 10 mmol). The reaction mixture is stirred for 48 h at 50° C. The mixture is diluted with ethyl acetate, washed 3 times with water and 1 time with brine. The organic layer is dried with sodium sulfate, filtered and concentrated under reduce pressure to give 3-[(t...